This data is from the Open Reaction Database (ORD), a public repository of structured organic reaction records. The task is: describe an organic reaction: reactants, conditions, products, and yield The reactants are C(=O)(O)[O-].[Na+] (NaHCO3), C(C1=CC=CC=C1)OC([C@@H](NC(CCC1=CC=CC=C1)C#N)C)=O (N-(1-Cyano-3-Phenylpropyl)-L-Alanine Benzylester), Cl (HCl), O (water), C(C)O (ethanol). Solvent: C(C)#N (acetonitrile), ClCCl (dichloromethane). Run at time 2 day. The product is C(C1=CC=CC=C1)OC([C@@H](NC(CCC1=CC=CC=C1)C(=O)OCC)C)=O (N-(1-Ethoxycarbonyl-3-Phenylpropyl)-L-Alanine Benzylester). Reaction SMILES: [CH2:1]([O:8][C:9](=[O:24])[C@H:10]([CH3:23])[NH:11][CH:12]([C:21]#N)[CH2:13][CH2:14][C:15]1[CH:20]=[CH:19][CH:18]=[CH:17][CH:16]=1)[C:2]1[CH:7]=[CH:6][CH:5]=[CH:4][CH:3]=1.Cl.O.C([O-])(O)=[O:28].[Na+].[CH2:32]([OH:34])[CH3:33]>ClCCl.C(#N)C>[CH2:1]([O:8][C:9](=[O:24])[C@H:10]([CH3:23])[NH:11][CH:12]([C:21]([O:34][CH2:32][CH3:33])=[O:28])[CH2:13][CH2:14][C:15]1[CH:20]=[CH:19][CH:18]=[CH:17][CH:16]=1)[C:2]1[CH:7]=[CH:6][CH:5]=[CH:4][CH:3]=1 |f:3.4|. Procedure: N-(1-Cyano-3-Phenylpropyl)-L-Alanine Benzylester (4.24 g) is then dissolved in 65 ml dry dichloromethane and diluted with 2.39 g absolute ethanol. After cooling on ice, the solution is saturated with dry HCl, stored for 2 days at 0°-5° C., and evaporated to form a residue which is dissolved in 30 ml of a 2:1 acetonitrile:water mixture at room temperature for 15 minutes. An excess of aqueous NaHCO3 is then added to the mixture, which is extracted with chloroform several times, dried over MgSO4, a... Reactants: C(C)NC(NN)=S (4-ethyl-3-thiosemicarbazide), N1=C(C=CC=C1)C=O (2-pyridinecarboxaldehyde). Product: C(C)NC(NN=CC1=NC=CC=C1)=S (4-Ethyl-1-(pyridin-2-ylmethylidene)thiosemicarbazide), solid. Isolated yield 78.0%. RXN SMILES: [CH2:1]([NH:3][C:4](=[S:7])[NH:5][NH2:6])[CH3:2].[N:8]1[CH:13]=[CH:12][CH:11]=[CH:10][C:9]=1[CH:14]=O>>[CH2:1]([NH:3][C:4](=[S:7])[NH:5][N:6]=[CH:14][C:9]1[CH:10]=[CH:11][CH:12]=[CH:13][N:8]=1)[CH3:2]. Procedure: The title compound was prepared from 4-ethyl-3-thiosemicarbazide (100 mg, 0.838 mmol) and 2-pyridinecarboxaldehyde (80 μL, 0.838 mmol) similar to Example 3 and isolated as a white solid (137 mg, 78%). 1H NMR (DMSO-d6): 11.65 (s, 1H), 8.72 (t, J=5.4 Hz, 1H), 8.58-8.55 (m, 1H), 8.27 (dd, J=1.1, 8.1 Hz, 1H), 8.09 (s, 1H), 7.88-7.82 (m, 1H), 7.40-7.36 (m, 1H), 3.65-3.56 (m, 2H), 1.16 (t, J=7.1 Hz, 3H).